From a dataset of the Open Reaction Database (ORD), a public repository of structured organic reaction records. describe an organic reaction: reactants, conditions, products, and yield Reactants: CCn1cc(OC(=O)c2ccccc2)c(=O)c2ccccc21, C1CCNCC1, ClCCl. Yields the product CCn1cc(O)c(=O)c2ccccc21. Reaction SMILES: [C:1](=[O:2])([c:3]1[cH:4][cH:5][cH:6][cH:7][cH:8]1)[O:9][c:10]1[cH:11][n:12]([CH2:21][CH3:22])[c:13]2[cH:14][cH:15][cH:16][cH:17][c:18]2[c:19]1=[O:20].[CH2:23]1[CH2:24][CH2:25][NH:26][CH2:27][CH2:28]1.[Cl:29][CH2:30][Cl:31]>>[OH:9][c:10]1[cH:11][n:12]([CH2:21][CH3:22])[c:13]2[cH:14][cH:15][cH:16][cH:17][c:18]2[c:19]1=[O:20].